Dataset: the Open Reaction Database (ORD), a public repository of structured organic reaction records. Task: describe an organic reaction: reactants, conditions, products, and yield Starting materials: Cn1cc(CN)cn1, CC#N, CCN(C(C)C)C(C)C, CCOC(=O)c1cnc(Cl)nc1Cl. Product: CCOC(=O)c1cnc(Cl)nc1NCc1cnn(C)c1. RXN SMILES: [CH3:14][n:15]1[n:16][cH:17][c:18]([CH2:20][NH2:21])[cH:19]1.[CH3:31][C:32]#[N:33].[CH:22]([N:23]([CH2:24][CH3:25])[CH:26]([CH3:27])[CH3:28])([CH3:29])[CH3:30].[Cl:1][c:2]1[n:3][cH:4][c:5]([C:9](=[O:10])[O:11][CH2:12][CH3:13])[c:6]([Cl:8])[n:7]1>>[Cl:1][c:2]1[n:3][cH:4][c:5]([C:9](=[O:10])[O:11][CH2:12][CH3:13])[c:6]([NH:21][CH2:20][c:18]2[cH:17][n:16][n:15]([CH3:14])[cH:19]2)[n:7]1. Reactants: CCCCO, CCN(C(C)C)C(C)C, Nc1cc(Cl)ncn1, CC(C)(C)OC(=O)N1CCCNCC1. Product: CC(C)(C)OC(=O)N1CCCN(c2cc(N)ncn2)CC1. As a reaction SMILES: [CH2:32]([OH:33])[CH2:34][CH2:35][CH3:36].[CH:9]([N:10]([CH:11]([CH3:12])[CH3:13])[CH2:14][CH3:15])([CH3:16])[CH3:17].[Cl:1][c:2]1[cH:3][c:4]([NH2:8])[n:5][cH:6][n:7]1.[N:18]1([C:25](=[O:26])[O:27][C:28]([CH3:29])([CH3:30])[CH3:31])[CH2:19][CH2:20][NH:21][CH2:22][CH2:23][CH2:24]1>>[c:2]1([N:21]2[CH2:20][CH2:19][N:18]([C:25](=[O:26])[O:27][C:28]([CH3:29])([CH3:30])[CH3:31])[CH2:24][CH2:23][CH2:22]2)[cH:3][c:4]([NH2:8])[n:5][cH:6][n:7]1. Starting materials: Cc1c(Cl)cnn(C(C)(C)C)c1=O, CN(C)C=O, [H-], [Na+], O, SCc1ccc(-c2ccccc2)cc1. The product is Cc1c(SCc2ccc(-c3ccccc3)cc2)cnn(C(C)(C)C)c1=O. RXN SMILES: [C:17]([CH3:18])([CH3:19])([CH3:20])[n:21]1[n:22][cH:23][c:24]([Cl:29])[c:25]([CH3:28])[c:26]1=[O:27].[CH3:31][N:32]([CH3:33])[CH:34]=[O:35].[H-:1].[Na+:2].[OH2:30].[c:3]1(-[c:9]2[cH:10][cH:11][c:12]([CH2:13][SH:14])[cH:15][cH:16]2)[cH:4][cH:5][cH:6][cH:7][cH:8]1>>[c:3]1(-[c:9]2[cH:10][cH:11][c:12]([CH2:13][S:14][c:24]3[cH:23][n:22][n:21]([C:17]([CH3:18])([CH3:19])[CH3:20])[c:26](=[O:27])[c:25]3[CH3:28])[cH:15][cH:16]2)[cH:4][cH:5][cH:6][cH:7][cH:8]1. Reactants: O=C([O-])[O-], Cc1nc(N)nc(N)c1N1CCNCC1, CS(C)=O, N#Cc1ccc(F)cc1, [K+], [K+], O. Yields the product Cc1nc(N)nc(N)c1N1CCN(c2ccc(C#N)cc2)CC1. Reaction SMILES: [C:25](=[O:26])([O-:27])[O-:28].[CH3:1][c:2]1[c:3]([N:10]2[CH2:11][CH2:12][NH:13][CH2:14][CH2:15]2)[c:4]([NH2:9])[n:5][c:6]([NH2:8])[n:7]1.[CH3:32][S:33]([CH3:34])=[O:35].[F:16][c:17]1[cH:18][cH:19][c:20]([C:21]#[N:22])[cH:23][cH:24]1.[K+:29].[K+:30].[OH2:31]>>[CH3:1][c:2]1[c:3]([N:10]2[CH2:11][CH2:12][N:13]([c:17]3[cH:18][cH:19][c:20]([C:21]#[N:22])[cH:23][cH:24]3)[CH2:14][CH2:15]2)[c:4]([NH2:9])[n:5][c:6]([NH2:8])[n:7]1. Starting materials: COC(C1=CC=C(C=C1)S(NC1=C(C=C(C=C1F)F)F)(=O)=O)=O (4-[N-(2,4,6-trifluorophenyl)sulfamoyl]-benzoic acid methyl ester), [OH-].[Na+] (NaOH). The solvent is O1CCOCC1 (dioxane). Run at temperature 50 celsius, time 3 hour. The product is FC1=C(C(=CC(=C1)F)F)NS(=O)(=O)C1=CC=C(C(=O)O)C=C1 (4-[N-(2,4,6-Trifluorophenyl)sulfamoyl]-benzoic acid). As a reaction SMILES: C[O:2][C:3](=[O:23])[C:4]1[CH:9]=[CH:8][C:7]([S:10](=[O:22])(=[O:21])[NH:11][C:12]2[C:17]([F:18])=[CH:16][C:15]([F:19])=[CH:14][C:13]=2[F:20])=[CH:6][CH:5]=1.[OH-].[Na+]>O1CCOCC1>[F:20][C:13]1[CH:14]=[C:15]([F:19])[CH:16]=[C:17]([F:18])[C:12]=1[NH:11][S:10]([C:7]1[CH:6]=[CH:5][C:4]([C:3]([OH:23])=[O:2])=[CH:9][CH:8]=1)(=[O:21])=[O:22] |f:1.2|. Reported procedure: 6.22 g (18 mmol) of 4-[N-(2,4,6-trifluorophenyl)sulfamoyl]-benzoic acid methyl ester is dissolved in 50 ml of dioxane, 18 ml (32 mmol) of 2N NaOH is added and stirred for 3 hours at 50° C. The solution is then concentrated by evaporation to about 10 ml under reduced pressure, acidified with 2N hydrochloric acid and the resulting solid precipitate is suctioned off. The filter residue is dissolved in ethyl acetate, the solution is shaken out with water, dried on sodium sulfate, filtered and evapor...